Dataset: the Open Reaction Database (ORD), a public repository of structured organic reaction records. Task: describe an organic reaction: reactants, conditions, products, and yield Reactants: C(C)OC(=O)C1=C2CC3C(CCC4C=5C=CC(=CC5CCC34)OCC3=CC=CC=C3)(C2=NN1)C (2-Benzyloxy-6a-methyl-4b,5,6,6a,8,10,10a,10b,11,12-decahydro-7,8-diaza-pentaleno[2,1-a]phenanthrene-9-carboxylic acid ethyl ester). Reagents/catalysts: [Pd] (Palladium on charcoal). Run in C1CCOC1 (THF), C(C)O (ethanol). Conditions: time 24 hour. Yields the product OC=1C=CC=2C3CCC4(C(C3CCC2C1)CC1=C(NN=C14)C(=O)O)C (2-Hydroxy-6a-methyl-4b,5,6,6a,8,10,10a,10b,11,12-decahydro-7,8-diaza-pentaleno[2,1-a]phenanthrene-9-carboxylic acid). As a reaction SMILES: C([O:3][C:4]([C:6]1[NH:33][N:32]=[C:31]2[C:7]=1[CH2:8][CH:9]1[CH:22]3[CH:13]([C:14]4[CH:15]=[CH:16][C:17]([O:23]CC5C=CC=CC=5)=[CH:18][C:19]=4[CH2:20][CH2:21]3)[CH2:12][CH2:11][C:10]12[CH3:34])=[O:5])C>[Pd].C1COCC1.C(O)C>[OH:23][C:17]1[CH:16]=[CH:15][C:14]2[CH:13]3[CH:22]([CH2:21][CH2:20][C:19]=2[CH:18]=1)[CH:9]1[CH2:8][C:7]2[C:31]([C:10]1([CH3:34])[CH2:11][CH2:12]3)=[N:32][NH:33][C:6]=2[C:4]([OH:5])=[O:3]. Reported procedure: Palladium on charcoal (50 mg, 5% Pd) was added to a solution 2-Benzyloxy-6a-methyl-4b,5,6,6a,8,10,10a,10b,11,12-decahydro-7,8-diaza-pentaleno[2,1-a]phenanthrene-9-carboxylic acid ethyl ester(214 mg, 0.5 mmol, CAB03051) in THF (15 mL) and ethanol (15 mL). The resulting mixture was stirred under a hydrogen-atmosphere (balloon) for 24 hours, filtered through a 3 cm layer of celite and concentrated under reduced pressure. The residue was dried under high vacuum. Yield: 165 mg (98%) light grey solid.... Reactants: BrC=1C=C2C(=CC1)OC=1C(=NC(=CC1[C@@]21COCC(=N1)N)Cl)F ((R)-7-bromo-3-chloro-1-fluoro-2′,6′-dihydrospiro[chromeno[2,3-c]pyridine-5,3′-[1,4]oxazin]-5′-amine), FC1=NC=CC=C1B(O)O (2-fluoropyridin-3-ylboronic acid), O1CC(=CCC1)B1OC(C(O1)(C)C)(C)C (2-(5,6-dihydro-2H-pyran-3-yl)-4,4,5,5-tetramethyl-1,3,2-dioxaborolane). Yields the product O1CC(=CCC1)C1=CC2=C(C(=N1)F)OC1=CC=C(C=C1[C@@]21COCC(=N1)N)C=1C(=NC=CC1)F ((S)-3-(5,6-dihydro-2H-pyran-3-yl)-1-fluoro-7-(2-fluoropyridin-3-yl)-2′,6′-dihydrospiro[chromeno[2,3-c]pyridine-5,3′-[1,4]oxazin]-5′-amine). Reaction SMILES: Br[C:2]1[CH:3]=[C:4]2[C@@:15]3([N:20]=[C:19]([NH2:21])[CH2:18][O:17][CH2:16]3)[C:14]3[CH:13]=[C:12](Cl)[N:11]=[C:10]([F:23])[C:9]=3[O:8][C:5]2=[CH:6][CH:7]=1.[F:24][C:25]1[C:30](B(O)O)=[CH:29][CH:28]=[CH:27][N:26]=1.[O:34]1[CH2:39][CH2:38][CH:37]=[C:36](B2OC(C)(C)C(C)(C)O2)[CH2:35]1>>[O:34]1[CH2:39][CH2:38][CH:37]=[C:36]([C:12]2[N:11]=[C:10]([F:23])[C:9]3[O:8][C:5]4[C:4]([C@:15]5([N:20]=[C:19]([NH2:21])[CH2:18][O:17][CH2:16]5)[C:14]=3[CH:13]=2)=[CH:3][C:2]([C:30]2[C:25]([F:24])=[N:26][CH:27]=[CH:28][CH:29]=2)=[CH:7][CH:6]=4)[CH2:35]1. Procedure details: The titled compound was synthesized by steps analogous to those described in method A1 above, but using (Intermediate 17B), 2-fluoropyridin-3-ylboronic acid and 2-(5,6-dihydro-2H-pyran-3-yl)-4,4,5,5-tetramethyl-1,3,2-dioxaborolane. Starting materials: resultant mixture, C(#N)[BH3-].[Na+] (sodium cyanoborohydride), C(=O)C1=CC=C(C(=O)OC)C=C1 (Methyl 4-formylbenzoate), NC1=CC=CC=C1 (aniline). Reagents/catalysts: C(C)(=O)O (acetic acid). The solvent is CO (methanol). Reaction conditions: temperature 50 celsius, time 18 hour. Yields the product C1(=CC=CC=C1)NCC1=CC=C(C(=O)OC)C=C1 (methyl 4-((phenylamino)methyl)benzoate). Yield: 55.3%. RXN SMILES: [CH:1]([C:3]1[CH:12]=[CH:11][C:6]([C:7]([O:9][CH3:10])=[O:8])=[CH:5][CH:4]=1)=O.[NH2:13][C:14]1[CH:19]=[CH:18][CH:17]=[CH:16][CH:15]=1.C([BH3-])#N.[Na+]>CO.C(O)(=O)C>[C:14]1([NH:13][CH2:1][C:3]2[CH:12]=[CH:11][C:6]([C:7]([O:9][CH3:10])=[O:8])=[CH:5][CH:4]=2)[CH:19]=[CH:18][CH:17]=[CH:16][CH:15]=1 |f:2.3|. Procedure: Methyl 4-formylbenzoate (1 g, 6 mmol) and aniline (837 mg, 9 mmol) were dissolved in methanol (30 mL). The mixture was heated to 50° C., and acetic acid (two or three drop) was added to the reaction mixture. The resultant mixture was stirred at 50° C. for 1 hour. After the mixture was cooled to room temperature, sodium cyanoborohydride (1.13 g, 18 mmol) was added. The mixture was stirred at room temperature for 18 hours. The reaction was quenched with water (10 mL) and the mixture was extracted ... Product: OCCN1C=NC2=C1C(=CC=C2)S(=O)(=O)N(C)C (1-(2-hydroxyethyl)-N,N-dimethyl-1H-benzimidazole-7-sulfonamide). As a reaction SMILES: [NH2:1][C:2]1[C:3]([NH:14][CH2:15][CH2:16][OH:17])=[C:4]([S:8]([N:11]([CH3:13])[CH3:12])(=[O:10])=[O:9])[CH:5]=[CH:6][CH:7]=1.[CH:18](O)=O>Cl>[OH:17][CH2:16][CH2:15][N:14]1[C:3]2[C:4]([S:8]([N:11]([CH3:13])[CH3:12])(=[O:9])=[O:10])=[CH:5][CH:6]=[CH:7][C:2]=2[N:1]=[CH:18]1. Run in Cl (hydrochloric acid). Reactants: NC=1C(=C(C=CC1)S(=O)(=O)N(C)C)NCCO (3-amino-2-[(2-hydroxyethyl)amino]-N,N-dimethylbenzenesulfonamide), C(=O)O (formic acid). Reported procedure: A solution of 3-amino-2-[(2-hydroxyethyl)amino]-N,N-dimethylbenzenesulfonamide (69 mg, 0.266 mmol) in formic acid (2 mL) and 2 M hydrochloric acid (2 mL) was heated at reflux for 1 h. The volatiles were removed in vacuo, and the residue was partitioned between an aqueous sodium hydroxide solution and ethyl acetate. The organic phase was dried over magnesium sulfate and concentrated in vacuo affording 1-(2-hydroxyethyl)-N,N-dimethyl-1H-benzimidazole-7-sulfonamide, 66 mg. MS (ES) m/z 270 [M+H]+. Starting materials: FC(S(=O)(=O)O)(F)F (trifluoromethanesulfonic acid), CC=1C(=NC=C(C1)C)N1CCN(CC1)C(=O)C1=CC=C(C=C1)N1C(N(C(C1(C)C)=O)CC1=CC=C(C=C1)OC)=O (1-{4-[4-(3,5-dimethylpyridin-2-yl)piperazine-1-carbonyl]phenyl}-3-(4-methoxybenzyl)-5,5-dimethylimidazolidine-2,4-dione), C(O)([O-])=O.[Na+] (sodium hydrogen carbonate). Solvent: ClCCCl (1,2-dichloroethane). Run at temperature 80 celsius, time 13 hour. The product is CC=1C(=NC=C(C1)C)N1CCN(CC1)C(=O)C1=CC=C(C=C1)N1C(NC(C1(C)C)=O)=O (1-{4-[4-(3,5-dimethylpyridin-2-yl)piperazine-1-carbonyl]phenyl}-5,5-dimethylimidazolidine-2,4-dione). Reaction SMILES: [CH3:1][C:2]1[C:3]([N:9]2[CH2:14][CH2:13][N:12]([C:15]([C:17]3[CH:22]=[CH:21][C:20]([N:23]4[C:27]([CH3:29])([CH3:28])[C:26](=[O:30])[N:25](CC5C=CC(OC)=CC=5)[C:24]4=[O:40])=[CH:19][CH:18]=3)=[O:16])[CH2:11][CH2:10]2)=[N:4][CH:5]=[C:6]([CH3:8])[CH:7]=1.FC(F)(F)S(O)(=O)=O.C(=O)([O-])O.[Na+]>ClCCCl>[CH3:1][C:2]1[C:3]([N:9]2[CH2:10][CH2:11][N:12]([C:15]([C:17]3[CH:22]=[CH:21][C:20]([N:23]4[C:27]([CH3:28])([CH3:29])[C:26](=[O:30])[NH:25][C:24]4=[O:40])=[CH:19][CH:18]=3)=[O:16])[CH2:13][CH2:14]2)=[N:4][CH:5]=[C:6]([CH3:8])[CH:7]=1 |f:2.3|. Reported procedure: To a mixture of (4-bromophenyl) [4-(3,5-dimethylpyridin-2-yl)piperazin-1-yl]methanone (150 mg) described in Preparation Example 165, 3-(4-methoxybenzyl)-5,5-dimethylimidazolidine-2,4-dione (119 mg) described in Preparation Example 53, cesium carbonate (260 mg) and copper(I) iodide (38 mg) were added toluene (8 mL) and N,N′-dimethylethylenediamine (43 μL), and the mixture was stirred with heating under reflux for 29 hr. The reaction mixture was cooled, water was added, and the mixture was extract... Starting materials: C(C(=O)Cl)(=O)Cl (oxalyl chloride), hydrochloride salt, CN1CC(C(=O)O)CCC1 ((±)-N-methylnipecotic acid). Reagents/catalysts: CN(C)C=O (DMF). The solvent is ClCCl (dichloromethane). The product is hydrochloride salt, CN1CC(C(=O)Cl)CCC1 (N-methylnipecotyl chloride). Reaction SMILES: [CH3:1][N:2]1[CH2:10][CH2:9][CH2:8][CH:4]([C:5](O)=[O:6])[CH2:3]1.C(Cl)(=O)C([Cl:14])=O>ClCCl.CN(C=O)C>[CH3:1][N:2]1[CH2:10][CH2:9][CH2:8][CH:4]([C:5]([Cl:14])=[O:6])[CH2:3]1. Procedure details: The hydrochloride salt of (±)-N-methylnipecotic acid (1.0 g) was suspended in dichloromethane (25 ml) and stirred at room temperature for 2 h with oxalyl chloride (0.58 ml) and DMF (1 drop). The solvent was then evaporated to yield the hydrochloride salt of N-methylnipecotyl chloride as a pale yellow solid.